From a dataset of the Open Reaction Database (ORD), a public repository of structured organic reaction records. describe an organic reaction: reactants, conditions, products, and yield The reactants are N1=CC=C(C=C1)CCC1=NN(C2=CC(=CC=C12)C=C1C(NC2=CC=CC=C12)=O)COCC[Si](C)(C)C (3-((3-(2-(pyridin-4-yl)ethyl)-1-((2-(trimethylsilyl)ethoxy)-methyl)-1H-indazol-6-yl)methylene)indolin-2-one), CCCC[N+](CCCC)(CCCC)CCCC.[F-] (TBAF), solution. Run in C1CCOC1 (THF), C1CCOC1 (THF). Yields the product N1=CC=C(C=C1)CCC1=NNC2=CC(=CC=C12)C=C1C(NC2=CC=CC=C12)=O (3-((3-(2-(pyridin-4-yl)ethyl)-1H-indazol-6-yl)methylene)indolin-2-one). The yield is 26.8%. RXN SMILES: [N:1]1[CH:6]=[CH:5][C:4]([CH2:7][CH2:8][C:9]2[C:17]3[C:12](=[CH:13][C:14]([CH:18]=[C:19]4[C:27]5[C:22](=[CH:23][CH:24]=[CH:25][CH:26]=5)[NH:21][C:20]4=[O:28])=[CH:15][CH:16]=3)[N:11](COCC[Si](C)(C)C)[N:10]=2)=[CH:3][CH:2]=1.CCCC[N+](CCCC)(CCCC)CCCC.[F-]>C1COCC1>[N:1]1[CH:6]=[CH:5][C:4]([CH2:7][CH2:8][C:9]2[C:17]3[C:12](=[CH:13][C:14]([CH:18]=[C:19]4[C:27]5[C:22](=[CH:23][CH:24]=[CH:25][CH:26]=5)[NH:21][C:20]4=[O:28])=[CH:15][CH:16]=3)[NH:11][N:10]=2)=[CH:3][CH:2]=1 |f:1.2|. Procedure details: A solution of 3-((3-(2-(pyridin-4-yl)ethyl)-1-((2-(trimethylsilyl)ethoxy)-methyl)-1H-indazol-6-yl)methylene)indolin-2-one (57 mg, 0.115 mmol) in THF (3 mL) was treated with TBAF (0.58 mL of a 1.0 M solution in THF) and the reaction heated at reflux for 20 hours. The solvent was removed and the residue re-dissolved into EtOAc. The organics were washed with water (2×), brine (2×) and then dried (MgSO4). The solvent was removed and the residue purified by column chromatography (silica gel, 93:7 CH2... Reactants: O1C(CCC(=CCOC2=CC=C3CCCOC3=C2)C)C1(CC)C (7-(6,7-epoxy-3,7-dimethyl-2-nonenyloxy)-chromane), [H][H] (hydrogen). The reagents and catalysts are [Pt]=O (platinum oxide). The solvent is C(C)(=O)OCC (ethyl acetate). Yields the product O1C(CCC(CCOC2=CC=C3CCCOC3=C2)C)C1(CC)C (7-(6,7-epoxy-3,7-dimethyl-nonyloxy)-chromane). As a reaction SMILES: [O:1]1[C:20]([CH3:23])([CH2:21][CH3:22])[CH:2]1[CH2:3][CH2:4][C:5]([CH3:19])=[CH:6][CH2:7][O:8][C:9]1[CH:18]=[C:17]2[C:12]([CH2:13][CH2:14][CH2:15][O:16]2)=[CH:11][CH:10]=1.[H][H]>[Pt]=O.C(OCC)(=O)C>[O:1]1[C:20]([CH3:23])([CH2:21][CH3:22])[CH:2]1[CH2:3][CH2:4][CH:5]([CH3:19])[CH2:6][CH2:7][O:8][C:9]1[CH:18]=[C:17]2[C:12]([CH2:13][CH2:14][CH2:15][O:16]2)=[CH:11][CH:10]=1. Procedure details: 2.6 g. of 7-(6,7-epoxy-3,7-dimethyl-2-nonenyloxy)-chromane are dissolved in 26 ml. of ethyl acetate and hydrogenated in the presence of 130 mg. of platinum oxide until the theoretical amount of hydrogen has been made up. The mixture is then filtered off from the catalyst, evaporated and chromatographed on silica gel with hexane/ether (7:3). There is obtained pure 7-(6,7-epoxy-3,7-dimethyl-nonyloxy)-chromane, nD20 = 1.5159.